From a dataset of the Open Reaction Database (ORD), a public repository of structured organic reaction records. describe an organic reaction: reactants, conditions, products, and yield Starting materials: BrC1C(C2=CC(=CC=C2C1)[N+](=O)[O-])=O (2-bromo-6-nitroindan-1-one), NC(=S)N (thiourea). Run in CC(=O)C (acetone), CC(=O)C (acetone). Product: NC=1SC2C(N1)(C=1C=C(C=CC1C2)[N+](=O)[O-])O (2-Amino-5-nitro-8,8a-dihydroindeno[1,2-d]thiazol-3a-ol). RXN SMILES: Br[CH:2]1[CH2:10][C:9]2[C:4](=[CH:5][C:6]([N+:11]([O-:13])=[O:12])=[CH:7][CH:8]=2)[C:3]1=[O:14].[NH2:15][C:16]([NH2:18])=[S:17]>CC(C)=O>[NH2:18][C:16]1[S:17][CH:2]2[CH2:10][C:9]3[CH:8]=[CH:7][C:6]([N+:11]([O-:13])=[O:12])=[CH:5][C:4]=3[C:3]2([OH:14])[N:15]=1. Procedure: 1.28 g (5 mmol) of 2-bromo-6-nitroindan-1-one are dissolved in 30 ml of acetone and, while stirring, 530 mg of thiourea in 10 ml of acetone are added. The solution is initially clear but, after a few minutes, the hydrobromide of 2-amino-5-nitro-8,8a-dihydroindeno[1,2-d]thiazol-3a-ol crystallizes out. It is stirred at room temperature for 1 h, filtered off with suction and washed with a little acetone. The air-dried hydrobromide is dissolved in about 10 ml of methanol and, after addition of 0.7 m... Starting materials: COB(OC)OC (trimethoxyborane), BrC1=CC=CC2=CC=CC=C12 (1-bromonaphthalene), solution, C(CCC)[Li] (n-butyl lithium), CCCCCC (n-hexane), Cl (hydrochloric acid), P(O)(O)(O)=O (phosphoric acid). Reagents/catalysts: C1=CC=CC=2SC3=CC=CC=C3NC12 (phenothiazine). The solvent is C1CCOC1 (THF), O (water). Conditions: temperature -78 celsius, time 30 minute. The product is C1(=CC=CC2=CC=CC=C12)OB(O)O (naphthylboric acid). The yield is 46.5%. RXN SMILES: Br[C:2]1[C:11]2[C:6](=[CH:7][CH:8]=[CH:9][CH:10]=2)[CH:5]=[CH:4][CH:3]=1.C([Li])CCC.CCCCCC.C[O:24][B:25]([O:28]C)[O:26]C.Cl.P(=O)(O)(O)O>C1COCC1.C1C2NC3C(=CC=CC=3)SC=2C=CC=1.O>[C:2]1([O:24][B:25]([OH:28])[OH:26])[C:11]2[C:6](=[CH:7][CH:8]=[CH:9][CH:10]=2)[CH:5]=[CH:4][CH:3]=1. Reported procedure: To a solution of 1-bromonaphthalene (10 g, 48 mmol) in THF (100 ml), a 1.65 M solution of n-butyl lithium in n-hexane (58 ml, 96 mmol of n-butyl lithium) and stirred at -78° C. for one hour. Then, trimethoxyborane (10 g, 96 mmol) was added, and the mixture was stirred at -78° C. for 30 minutes, and then at room temperature for one hour. To the mixture, phenothiazine (132 mg) and then a mixture of conc. hydrochloric acid (20 ml), phosphoric acid (30 ml) and water (220 ml) were gradually added. Af... Reactants: COCOc1c(C(=O)NC(C)(C)C(=O)OC)ccc2c(F)cccc12, ClCCl. The product is COC(=O)C(C)(C)NC(=O)c1ccc2c(F)cccc2c1O. Reaction SMILES: [CH3:1][O:2][C:3]([C:4]([CH3:5])([CH3:6])[NH:7][C:8](=[O:9])[c:10]1[c:11]([O:21][CH2:22][O:23][CH3:24])[c:12]2[cH:13][cH:14][cH:15][c:16]([F:20])[c:17]2[cH:18][cH:19]1)=[O:25].[Cl:26][CH2:27][Cl:28]>>[CH3:1][O:2][C:3]([C:4]([CH3:5])([CH3:6])[NH:7][C:8](=[O:9])[c:10]1[c:11]([OH:21])[c:12]2[cH:13][cH:14][cH:15][c:16]([F:20])[c:17]2[cH:18][cH:19]1)=[O:25]. Reactants: C(C=C)O[C@@H]1CN(C[C@H]1NC(CNC(C1=CC(=CC=C1)C(F)(F)F)=O)=O)C(=O)OCC1=CC=CC=C1 (benzyl rel-(3R,4R)-3-(allyloxy)-4-[({[3-(trifluoromethyl)benzoyl]amino}acetyl)amino]pyrrolidine-1-carboxylate), [Si](C)(C)(C)I (TMSI). The solvent is C(C)#N (acetonitrile). Conditions: temperature 0 celsius, time 3 hour. Product: C(C=C)O[C@H]1[C@@H](CNC1)NC(CNC(C1=CC(=CC=C1)C(F)(F)F)=O)=O (rel-N-(2-{[(3R,4R)-4-(allyloxy)pyrrolidin-3-yl]amino}-2-oxoethyl)-3-(trifluoromethyl)benzamide). RXN SMILES: [CH2:1]([O:4][C@H:5]1[C@H:9]([NH:10][C:11](=[O:26])[CH2:12][NH:13][C:14](=[O:25])[C:15]2[CH:20]=[CH:19][CH:18]=[C:17]([C:21]([F:24])([F:23])[F:22])[CH:16]=2)[CH2:8][N:7](C(OCC2C=CC=CC=2)=O)[CH2:6]1)[CH:2]=[CH2:3].[Si](I)(C)(C)C>C(#N)C>[CH2:1]([O:4][C@@H:5]1[CH2:6][NH:7][CH2:8][C@H:9]1[NH:10][C:11](=[O:26])[CH2:12][NH:13][C:14](=[O:25])[C:15]1[CH:20]=[CH:19][CH:18]=[C:17]([C:21]([F:23])([F:24])[F:22])[CH:16]=1)[CH:2]=[CH2:3]. Reported procedure: To a solution of benzyl rel-(3R,4R)-3-(allyloxy)-4-[({[3-(trifluoromethyl)benzoyl]amino}acetyl)amino]pyrrolidine-1-carboxylate (575.6 mg, 1.13 mmol) in acetonitrile (5 mL) at 0° C. was added TMSI (1.3 mL, 9.04 mmol) dropwise. The reaction mixture was stirred at 0° C. for 2 h and room temperature for 3 h. The reaction was quenched by adding HCl (1N, 15 mL). The mixture was extracted from with EtOAc (15 mL×3). The aqueous phase was neutralized with NaOH (1N) to pH=10. DCM/isopropanol (4:1, 10 mL×3... Reactants: COC(NC(C(C)C)C(=O)N1C(CCC1)C=1NC(=CN1)C1=CC2=CC=C(C=C2C=C1)C1=CC=C(C=C1)C=1NC(=NC1)C1N(CCC1)C(C(=C1CCOCC1)NC(=O)OC)=O)=O ({1-[2-(5-{6-[4-(2-{1-[2-Methoxycarbonylamino-2-(tetrahydropyran-4-ylidene)-acetyl]-pyrrolidin-2-yl}-3H-imidazol-4-yl)-phenyl]-naphthalen-2-yl}-1H-imidazol-2-yl)-pyrrolidine-1-carbonyl]-2-methyl-propyl}-carbamic acid methyl ester), COC(C(=C1CCOCC1)NC(=O)OC)=O (methoxycarbonylamino-(tetrahydropyran-4-ylidene)-acetic acid methyl ester), [Li+].[OH-] (LiOH). The solvent is CO (methanol). Conditions: time 16 hour. Yields the product COC(=O)NC(C(=O)O)=C1CCOCC1 (methoxycarbonylamino-(tetrahydropyran-4-ylidene)-acetic acid). As a reaction SMILES: COC(=O)NC(C(N1CCCC1C1NC(C2C=CC3C(=CC=C(C4C=CC(C5NC(C6CCCN6C(=O)C(NC(OC)=O)=C6CCOCC6)=NC=5)=CC=4)C=3)C=2)=CN=1)=O)C(C)C.C[O:63][C:64](=[O:77])[C:65]([NH:72][C:73]([O:75][CH3:76])=[O:74])=[C:66]1[CH2:71][CH2:70][O:69][CH2:68][CH2:67]1.[Li+].[OH-]>CO>[CH3:76][O:75][C:73]([NH:72][C:65](=[C:66]1[CH2:67][CH2:68][O:69][CH2:70][CH2:71]1)[C:64]([OH:77])=[O:63])=[O:74] |f:2.3|. Reported procedure: A solution of N-methoxycarbonyl-2-methyl-(dimethylphosphono)glycinate (1.45 g, 5.68 mmol) in tetrahydrofuran (22 mL) was cooled to −78° C. 1,1,3,3-Tetramethylguanidine (0.680 mL, 5.42 mmol) was added and the resulting solution was stirred at −78° C. for 30 minutes. Tetrahydropyran-4-one (0.500 mL, 5.42 mmol) was added and the reaction was stirred at −78° C. for 1 hour. The ice bath was removed and the reaction was allowed to warm to room temperature overnight. In the morning, the reaction was di...